This data is from the Open Reaction Database (ORD), a public repository of structured organic reaction records. The task is: describe an organic reaction: reactants, conditions, products, and yield Reactants: NC1=CC=C(C(=O)N2C3=C(C4=C(CC2)C=NN4)SC=C3)C=C1 (6-(4-aminobenzoyl)-1,4,5,6-tetrahydropyrazolo[3,4-d]thieno[3,2-b]azepine), Cl (HCl), C=1(C(=CC=CC1)C(=O)Cl)C1=CC=CC=C1 ([1,1'-biphenyl]-2-carbonyl chloride), [OH-].[Na+] (NaOH). The solvent is O1C(CCC1)CO (tetrahydrofuran-methanol). Product: N1N=CC2=C1C1=C(N(CC2)C(=O)C2=CC=C(C=C2)NC(=O)C=2C(=CC=CC2)C2=CC=CC=C2)C=CS1 (N-[4-[(4,5-Dihydropyrazolo[3,4-d]thieno[3,2-b]azepin-6(1H )-yl)carbonyl]phenyl][1,1'-biphenyl]-2-carboxamide). The yield is 57.5%. Reaction SMILES: [NH2:1][C:2]1[CH:22]=[CH:21][C:5]([C:6]([N:8]2[CH2:14][CH2:13][C:12]3[CH:15]=[N:16][NH:17][C:11]=3[C:10]3[S:18][CH:19]=[CH:20][C:9]2=3)=[O:7])=[CH:4][CH:3]=1.[C:23]1([C:32]2[CH:37]=[CH:36][CH:35]=[CH:34][CH:33]=2)[C:24]([C:29](Cl)=[O:30])=[CH:25][CH:26]=[CH:27][CH:28]=1.[OH-].[Na+].Cl>O1CCCC1CO>[NH:17]1[C:11]2[C:10]3[S:18][CH:19]=[CH:20][C:9]=3[N:8]([C:6]([C:5]3[CH:21]=[CH:22][C:2]([NH:1][C:29]([C:24]4[C:23]([C:32]5[CH:37]=[CH:36][CH:35]=[CH:34][CH:33]=5)=[CH:28][CH:27]=[CH:26][CH:25]=4)=[O:30])=[CH:3][CH:4]=3)=[O:7])[CH2:14][CH2:13][C:12]=2[CH:15]=[N:16]1 |f:2.3|. Procedure: As described for Example 2, 6-(4-aminobenzoyl)-1,4,5,6-tetrahydropyrazolo[3,4-d]thieno[3,2-b]azepine (297 mg) is reacted with 0.542 g of [1,1'-biphenyl]-2-carbonyl chloride to give 0.70 g of bis acylated product. A mixture of this product in 13 ml of tetrahydrofuran-methanol (9: 4) and 2.3 ml of 1N NaOH is stirred for 18 hours at room temperature. To the mixture is added 2.3 ml of 1N HCl and the solvent removed. The mixture is triturated with 50 ml of CH2Cl2, filtered and the solid washed with C... The reactants are COC=1C=C(C=CC(=O)OC)C=CC1 (methyl m-methoxycinnamate), cuprous iodide, O (water), C[Li] (methyl-lithium). Run in CCOCC (ether), CCOCC (ether). Conditions: temperature 0 celsius, time 1 hour. Product: lithium dimethylcuprate, COC=1C=C(C=CC1)C(CC(=O)OC)C (methyl β-(m-methoxyphenyl)-butyrate). Isolated yield 68.0%. Reaction SMILES: [CH3:1][Li].[CH3:3][O:4][C:5]1[CH:6]=[C:7]([CH:14]=[CH:15][CH:16]=1)[CH:8]=[CH:9][C:10]([O:12][CH3:13])=[O:11].O>CCOCC>[CH3:3][O:4][C:5]1[CH:6]=[C:7]([CH:8]([CH3:1])[CH2:9][C:10]([O:12][CH3:13])=[O:11])[CH:14]=[CH:15][CH:16]=1. Procedure: Under a N2 blanket, a solution of lithium dimethylcuprate was prepared at 0° C. from cuprous iodide (7.6 g, 0.04 mol) and a solution of methyl-lithium in ether (80 ml, 1 M, 0.08 mol). A solution of methyl m-methoxycinnamate (4.8 g, 0.025 mol) in ether (20 ml) was then added dropwise and the reaction mixture was stirred for 1 hour at 0° C. A large volume of water was cautiously added, after which the ether layer was separated, dried (anhydrous Na2SO4) and evaporated to dryness. The residue was ch...